describe an organic reaction: reactants, conditions, products, and yield From a dataset of the Open Reaction Database (ORD), a public repository of structured organic reaction records. Reactants: BrCCN1C(C2(N(C(C=3NC4=CC=C(C=C4C3C2)OCC)C2=CC(=CC=C2)O)C1=O)C)=O ((3aSR,10RS)-2-(2-Bromoethyl)-6-ethoxy-10-(3-hydroxy-phenyl)-3a-methyl-3a,4,9,10-tetrahydro-2,9,10a-triaza-cyclopenta[b]-fluorene-1,3-dione), solution, CN (methyl amine). Run in O1CCCC1 (tetrahydrofurane). Yields the product C(C)OC=1C=C2C=3CC4(N(C(C3NC2=CC1)C1=CC(=CC=C1)O)C(N(C4=O)CCNC)=O)C ((3aSR,10RS)-6-Ethoxy-10-(3-hydroxy-phenyl)-3a-methyl-2-(2-methylamino-ethyl)-3a,4,9,10-tetrahydro-2,9,10a-triaza-cyclopenta[b]fluorene-1,3-dione). Reaction SMILES: Br[CH2:2][CH2:3][N:4]1[C:29](=[O:30])[N:7]2[CH:8]([C:22]3[CH:27]=[CH:26][CH:25]=[C:24]([OH:28])[CH:23]=3)[C:9]3[NH:10][C:11]4[C:16]([C:17]=3[CH2:18][C:6]2([CH3:31])[C:5]1=[O:32])=[CH:15][C:14]([O:19][CH2:20][CH3:21])=[CH:13][CH:12]=4.[CH3:33][NH2:34]>O1CCCC1>[CH2:20]([O:19][C:14]1[CH:15]=[C:16]2[C:11](=[CH:12][CH:13]=1)[NH:10][C:9]1[CH:8]([C:22]3[CH:27]=[CH:26][CH:25]=[C:24]([OH:28])[CH:23]=3)[N:7]3[C:29](=[O:30])[N:4]([CH2:3][CH2:2][NH:34][CH3:33])[C:5](=[O:32])[C:6]3([CH3:31])[CH2:18][C:17]2=1)[CH3:21]. Reported procedure: The title compound is prepared similarly as described for example 29 using (3aSR,10RS)-2-(2-Bromoethyl)-6-ethoxy-10-(3-hydroxy-phenyl)-3a-methyl-3a,4,9,10-tetrahydro-2,9,10a-triaza-cyclopenta[b]-fluorene-1,3-dione (example 22) and a 2 M solution of methyl amine in tetrahydrofurane instead of azetidine as starting materials. MS: m/z (MH+)=449.1 Reactants: C1(CCCCC1)N(C1=CC(=NC=N1)C(=O)NC1=CC=C(CNC(C(=O)OC)CC)C=C1)CC1CC1 (Methyl 2-({4-[({6-[cyclohexyl(cyclopropylmethyl)amino]pyrimidin-4-yl}carbonyl)amino]benzyl}amino)butanoate), Cl (HCl), [OH-].[Na+] (sodium hydroxide). The solvent is CO (MeOH), C1CCOC1 (THF). Reaction conditions: time 24 hour. Product: C1(CCCCC1)N(C1=CC(=NC=N1)C(=O)NC1=CC=C(CNC(C(=O)O)CC)C=C1)CC1CC1 (2-({4-[({6-[cyclohexyl(cyclopropylmethyl)amino]pyrimidin-4-yl}carbonyl)amino]benzyl}amino)butanoic Acid). RXN SMILES: [CH:1]1([N:7]([CH2:32][CH:33]2[CH2:35][CH2:34]2)[C:8]2[N:13]=[CH:12][N:11]=[C:10]([C:14]([NH:16][C:17]3[CH:31]=[CH:30][C:20]([CH2:21][NH:22][CH:23]([CH2:28][CH3:29])[C:24]([O:26]C)=[O:25])=[CH:19][CH:18]=3)=[O:15])[CH:9]=2)[CH2:6][CH2:5][CH2:4][CH2:3][CH2:2]1.[OH-].[Na+].Cl>CO.C1COCC1>[CH:1]1([N:7]([CH2:32][CH:33]2[CH2:34][CH2:35]2)[C:8]2[N:13]=[CH:12][N:11]=[C:10]([C:14]([NH:16][C:17]3[CH:18]=[CH:19][C:20]([CH2:21][NH:22][CH:23]([CH2:28][CH3:29])[C:24]([OH:26])=[O:25])=[CH:30][CH:31]=3)=[O:15])[CH:9]=2)[CH2:2][CH2:3][CH2:4][CH2:5][CH2:6]1 |f:1.2|. Procedure details: A solution of methyl 2-({4-[({6-[cyclohexyl(cyclopropylmethyl)amino]pyrimidin-4-yl}carbonyl)amino]benzyl}amino)butanoate (Example 74, 50 mg; 0.10 mmol) in a mixture of MeOH (2 ml) and THF (2 ml) was treated with an aqueous solution (5 N) of sodium hydroxide (300μl; 1.5 mmol) and the reaction mixture was stirred at room temperature for 24 hours. The mixture was acidified with HCl 1N until pH 4. The precipitate was filtered and dried under vacuum to give the title compound as a white solid. Starting materials: O (Water), ClC=1C=C(C=CC1[N+](=O)[O-])C(C)=O (3'-chloro-4'-nitroacetophenone), C(CO)O (ethylene glycol), O.C1(=CC=C(C=C1)S(=O)(=O)O)C (p-toluenesulfonic acid monohydrate). The solvent is C1(=CC=CC=C1)C (toluene). Product: ClC=1C=C(C=CC1[N+](=O)[O-])C1(OCCO1)C (2-(3-chloro-4-nitrophenyl)-2-methyl-1,3-dioxolane). Isolated yield 106.5%. RXN SMILES: [Cl:1][C:2]1[CH:3]=[C:4]([C:11](=[O:13])[CH3:12])[CH:5]=[CH:6][C:7]=1[N+:8]([O-:10])=[O:9].[CH2:14](O)[CH2:15][OH:16].O.C1(C)C=CC(S(O)(=O)=O)=CC=1.O>C1(C)C=CC=CC=1>[Cl:1][C:2]1[CH:3]=[C:4]([C:11]2([CH3:12])[O:16][CH2:15][CH2:14][O:13]2)[CH:5]=[CH:6][C:7]=1[N+:8]([O-:10])=[O:9] |f:2.3|. Procedure details: A solution of 3'-chloro-4'-nitroacetophenone (3 g), ethylene glycol (9.3 g), and p-toluenesulfonic acid monohydrate (0.5 g) in toluene (30 ml) was refluxed for 6 hours. Water formed in the reaction was removed by means of Dean Stark apparatus. The reaction mixture was washed with an aqueous solution of sodium bicarbonate, dried over magnesium sulfate, and concentrated to give an oil of 2-(3-chloro-4-nitrophenyl)-2-methyl-1,3-dioxolane (3.9 g). Starting materials: CCN(C(C)C)C(C)C, Nc1cccc(Cl)c1, CC(C)c1n[nH]c2c(Cl)nc(Cl)nc12. Yields the product CC(C)c1n[nH]c2c(Nc3cccc(Cl)c3)nc(Cl)nc12. As a reaction SMILES: [CH:23]([N:24]([CH:25]([CH3:26])[CH3:27])[CH2:28][CH3:29])([CH3:30])[CH3:31].[Cl:15][c:16]1[cH:17][c:18]([NH2:19])[cH:20][cH:21][cH:22]1.[Cl:1][c:2]1[n:3][c:4]([Cl:14])[c:5]2[c:6]([n:7]1)[c:8]([CH:11]([CH3:12])[CH3:13])[n:9][nH:10]2>>[Cl:1][c:2]1[n:3][c:4]([NH:19][c:18]2[cH:17][c:16]([Cl:15])[cH:22][cH:21][cH:20]2)[c:5]2[c:6]([n:7]1)[c:8]([CH:11]([CH3:12])[CH3:13])[n:9][nH:10]2. The reactants are C1CCOC1, CC(C)(C)OC(=O)n1nc(-c2ccc(O)cc2)c(C#N)c1N, c1ccc(P(c2ccccc2)c2ccccc2)cc1, CCOC(=O)c1nc(N2CCc3cccc(C(=O)N(COCC[Si](C)(C)C)c4nc5ccccc5s4)c3C2)sc1-c1ccc(CO)cc1. Yields the product CCOC(=O)c1nc(N2CCc3cccc(C(=O)N(COCC[Si](C)(C)C)c4nc5ccccc5s4)c3C2)sc1-c1ccc(COc2ccc(-c3nn(C(=O)OC(C)(C)C)c(N)c3C#N)cc2)cc1. As a reaction SMILES: [CH2:90]1[O:91][CH2:92][CH2:93][CH2:94]1.[NH2:68][c:69]1[c:70]([C:88]#[N:89])[c:71](-[c:81]2[cH:82][cH:83][c:84]([OH:87])[cH:85][cH:86]2)[n:72][n:73]1[C:74](=[O:75])[O:76][C:77]([CH3:78])([CH3:79])[CH3:80].[c:49]1([P:50]([c:51]2[cH:52][cH:53][cH:54][cH:55][cH:56]2)[c:57]2[cH:58][cH:59][cH:60][cH:61][cH:62]2)[cH:63][cH:64][cH:65][cH:66][cH:67]1.[s:1]1[c:2]([N:10]([C:11](=[O:12])[c:13]2[cH:14][cH:15][cH:16][c:17]3[c:22]2[CH2:21][N:20]([c:23]2[s:24][c:25](-[c:33]4[cH:34][cH:35][c:36]([CH2:39][OH:40])[cH:37][cH:38]4)[c:26]([C:28](=[O:29])[O:30][CH2:31][CH3:32])[n:27]2)[CH2:19][CH2:18]3)[CH2:41][O:42][CH2:43][CH2:44][Si:45]([CH3:46])([CH3:47])[CH3:48])[n:3][c:4]2[c:5]1[cH:6][cH:7][cH:8][cH:9]2>>[s:1]1[c:2]([N:10]([C:11](=[O:12])[c:13]2[cH:14][cH:15][cH:16][c:17]3[c:22]2[CH2:21][N:20]([c:23]2[s:24][c:25](-[c:33]4[cH:34][cH:35][c:36]([CH2:39][O:40][c:84]5[cH:83][cH:82][c:81](-[c:71]6[c:70]([C:88]#[N:89])[c:69]([NH2:68])[n:73]([C:74](=[O:75])[O:76][C:77]([CH3:78])([CH3:79])[CH3:80])[n:72]6)[cH:86][cH:85]5)[cH:37][cH:38]4)[c:26]([C:28](=[O:29])[O:30][CH2:31][CH3:32])[n:27]2)[CH2:19][CH2:18]3)[CH2:41][O:42][CH2:43][CH2:44][Si:45]([CH3:46])([CH3:47])[CH3:48])[n:3][c:4]2[c:5]1[cH:6][cH:7][cH:8][cH:9]2.